Dataset: the Open Reaction Database (ORD), a public repository of structured organic reaction records. Task: describe an organic reaction: reactants, conditions, products, and yield Yield: 34.9%. Procedure details: By a procedure analogous to that described in Example 51b, 2-chloro-5,11-dihydro-11-ethyl-8-ethynyl-5-methyl-6H-dipyrido[3,2-b:2',3'-e][1,4]diazepin-6-one (0.83 g, 2.64 mmol) was coupled with 4-bromopicolinic acid (prepared by potassium permanganate oxidation of 4-bromo-2-picoline) (0.53 g, 2.62 mmol). The product was hydrogenated according to the procedure described in Example 3b to provide 0.4 g of the title compound as a mixture containing the corresponding des-chloro analog. As a reaction SMILES: [Cl:1][C:2]1[CH:3]=[CH:4][C:5]2[N:6]([CH3:22])[C:7](=[O:21])[C:8]3[CH:18]=[C:17]([C:19]#[CH:20])[CH:16]=[N:15][C:9]=3[N:10]([CH2:13][CH3:14])[C:11]=2[N:12]=1.Br[C:24]1[CH:29]=[CH:28][N:27]=[C:26]([C:30]([OH:32])=[O:31])[CH:25]=1>>[Cl:1][C:2]1[CH:3]=[CH:4][C:5]2[N:6]([CH3:22])[C:7](=[O:21])[C:8]3[CH:18]=[C:17]([CH2:19][CH2:20][C:24]4[CH:29]=[CH:28][N:27]=[C:26]([C:30]([OH:32])=[O:31])[CH:25]=4)[CH:16]=[N:15][C:9]=3[N:10]([CH2:13][CH3:14])[C:11]=2[N:12]=1. Starting materials: ClC=1C=CC=2N(C(C3=C(N(C2N1)CC)N=CC(=C3)C#C)=O)C (2-chloro-5,11-dihydro-11-ethyl-8-ethynyl-5-methyl-6H-dipyrido[3,2-b:2',3'-e][1,4]diazepin-6-one), BrC1=CC(=NC=C1)C(=O)O (4-bromopicolinic acid). Yields the product ClC=1C=CC=2N(C(C3=C(N(C2N1)CC)N=CC(=C3)CCC3=CC(=NC=C3)C(=O)O)=O)C (2-Chloro-5,11-dihydro-11-ethyl-5-methyl-8-[2-(2-carboxypyrid-4-yl)ethyl]-6H-dipyrido[3,2-b:2',3'-e][1,4]diazepin-6-one). Reactants: NC1=CC=C(C=C1)SC=1C=C(C=CC1)C1(CCOCC1)C#N (4-{3-[(4-aminophenyl)thio]phenyl}tetrahydro-2H-pyran-4-carbonitrile), N1=CC=CC=C1 (pyridine), ClC(=O)OC1=CC=CC=C1 (Phenyl chloroformate). Solvent: ClCCCl (1,2-dichloroethane). Reaction conditions: temperature 0 celsius, time 1 hour. Product: C1(=CC=CC=C1)OC(NC1=CC=C(C=C1)SC1=CC(=CC=C1)C1(CCOCC1)C#N)=O (phenyl(4-{[3-(4-cyanotetrahydro-2H-pyran-4-yl)phenyl]thio}phenyl)carbamate). Reaction SMILES: [NH2:1][C:2]1[CH:7]=[CH:6][C:5]([S:8][C:9]2[CH:10]=[C:11]([C:15]3([C:21]#[N:22])[CH2:20][CH2:19][O:18][CH2:17][CH2:16]3)[CH:12]=[CH:13][CH:14]=2)=[CH:4][CH:3]=1.N1C=CC=CC=1.Cl[C:30]([O:32][C:33]1[CH:38]=[CH:37][CH:36]=[CH:35][CH:34]=1)=[O:31]>ClCCCl>[C:33]1([O:32][C:30](=[O:31])[NH:1][C:2]2[CH:7]=[CH:6][C:5]([S:8][C:9]3[CH:14]=[CH:13][CH:12]=[C:11]([C:15]4([C:21]#[N:22])[CH2:20][CH2:19][O:18][CH2:17][CH2:16]4)[CH:10]=3)=[CH:4][CH:3]=2)[CH:38]=[CH:37][CH:36]=[CH:35][CH:34]=1. Procedure details: A mixture of 4-{3-[(4-aminophenyl)thio]phenyl}tetrahydro-2H-pyran-4-carbonitrile (2.50 g, 8.06 mmol) (example 4) in 1,2-dichloroethane (20 mL) and pyridine (0.95 g, 12.097 mmol) was cooled to 0° C. Phenyl chloroformate (1.89 g, 12.097 mmol) was added dropwise to the reaction mixture at 0° C. The reaction mixture was stirred at room temperature for about 1 hour. The solvent was evaporated under vacuum, toluene was added to remove traces of pyridine, then hexane was added and the solid so obtained... The reactants are CNS(=O)(=O)CCNC1=CC=C(C=C1)OC(F)(F)F (N-methyl-2-(p-trifluoromethoxyanilino)ethanesulphonamide), Cl (hydrochloride), Cl (hydrogen chloride), [S-]C#N.[K+] (potassium thiocyanate), BrBr (bromine). The solvent is C(C)O (ethanol), C(C)(=O)O (acetic acid). Yields the product Cl.CNS(=O)(=O)CCN1C(SC2=C1C=CC(=C2)OC(F)(F)F)=N (N-methyl-2-(2-imino-6-trifluoromethoxy-3-benzothiazolinyl)ethanesulphonamide hydrochloride). Reaction SMILES: [CH3:1][NH:2][S:3]([CH2:6][CH2:7][NH:8][C:9]1[CH:14]=[CH:13][C:12]([O:15][C:16]([F:19])([F:18])[F:17])=[CH:11][CH:10]=1)(=[O:5])=[O:4].[S-:20][C:21]#[N:22].[K+].BrBr.[ClH:26]>C(O)(=O)C.C(O)C>[ClH:26].[CH3:1][NH:2][S:3]([CH2:6][CH2:7][N:8]1[C:9]2[CH:10]=[CH:11][C:12]([O:15][C:16]([F:17])([F:19])[F:18])=[CH:13][C:14]=2[S:20][C:21]1=[NH:22])(=[O:4])=[O:5] |f:1.2,7.8|. Procedure details: The procedure is as in Example 3, starting with N-methyl-2-(p-trifluoromethoxyanilino)ethanesulphonamide (3.5 g), potassium thiocyanate (4.7 g) and bromine (2.2 g) in acetic acid (30 cc). After 18 hours at a temperature in the region of 20° C., neutralization with 30% strength sodium hydroxide and extraction with ethyl acetate, a crude product is obtained, which product is converted to a hydrochloride by adding 4.2N ethereal hydrogen chloride (3 cc) in ethanol (25 cc) and recrystallized in absol... The reactants are Cc1c(O)cc2c(c1C)OC(C)(C)CC2, C=CC(C)(C)O, FB(F)F, C1COCCO1. Yields the product CC(C)=CCc1c(O)c(C)c(C)c2c1CCC(C)(C)O2. As a reaction SMILES: [CH3:1][C:2]1([CH3:15])[O:3][c:4]2[c:5]([CH3:14])[c:6]([CH3:13])[c:7]([OH:12])[cH:8][c:9]2[CH2:10][CH2:11]1.[CH3:20][C:21]([CH3:22])([CH:23]=[CH2:24])[OH:25].[F:16][B:17]([F:18])[F:19].[O:26]1[CH2:27][CH2:28][O:29][CH2:30][CH2:31]1>>[CH3:1][C:2]1([CH3:15])[O:3][c:4]2[c:5]([CH3:14])[c:6]([CH3:13])[c:7]([OH:12])[c:8]([CH2:24][CH:23]=[C:21]([CH3:20])[CH3:22])[c:9]2[CH2:10][CH2:11]1. Starting materials: CC(C)(C)[Si](C)(C)Cl, COC(=O)C1C(O)CCN1C(=O)OC(C)(C)C, ClCCl, Cl, c1c[nH]cn1. The product is COC(=O)C1C(O[Si](C)(C)C(C)(C)C)CCN1C(=O)OC(C)(C)C. As a reaction SMILES: [C:23]([CH3:24])([CH3:25])([CH3:26])[Si:27]([CH3:28])([CH3:29])[Cl:30].[CH3:1][O:2][C:3](=[O:4])[CH:5]1[N:6]([C:11](=[O:12])[O:13][C:14]([CH3:15])([CH3:16])[CH3:17])[CH2:7][CH2:8][CH:9]1[OH:10].[Cl:31][CH2:32][Cl:33].[ClH:34].[nH:18]1[cH:19][cH:20][n:21][cH:22]1>>[CH3:1][O:2][C:3](=[O:4])[CH:5]1[N:6]([C:11](=[O:12])[O:13][C:14]([CH3:15])([CH3:16])[CH3:17])[CH2:7][CH2:8][CH:9]1[O:10][Si:27]([C:23]([CH3:24])([CH3:25])[CH3:26])([CH3:28])[CH3:29]. Starting materials: CN1C(=CC=2C1=NC=CC2)B2OC(C(O2)(C)C)(C)C.C(C)C(CC)C=2C=1N(N=C(C2)C)C(=C(N1)C)I (8-(1-ethyl-propyl)-3-iodo-2,6-dimethyl-imidazo[1,2-b]pyridazine 1-methyl-2-(4,4,5,5-tetramethyl-[1,3,2]dioxaborolan-2-yl)-1H-pyrrolo[2,3-b]pyridine), C(=O)([O-])[O-].[Na+].[Na+] (Na2CO3), COCCOC (DME), O (Water). Reagents/catalysts: C=1C=CC(=CC1)[P](C=2C=CC=CC2)(C=3C=CC=CC3)[Pd]([P](C=4C=CC=CC4)(C=5C=CC=CC5)C=6C=CC=CC6)([P](C=7C=CC=CC7)(C=8C=CC=CC8)C=9C=CC=CC9)[P](C=1C=CC=CC1)(C=1C=CC=CC1)C=1C=CC=CC1 (Pd(PPh3)4). The solvent is C(Cl)Cl (CH2Cl2), CCO (EtOH). The product is C(C)C(CC)C=1C=2N(N=C(C1)C)C(=C(N2)C)C2=CC=1C(=NC=CC1)N2C (8-(1-ethyl-propyl)-2,6-dimethyl-3-(1-methyl-1H-pyrrolo[2,3-b]pyridin-2-yl)-imidazo[1,2-b]pyridazine). Isolated yield 39.3%. Reaction SMILES: [CH3:1][N:2]1[C:6]2=[N:7][CH:8]=[CH:9][CH:10]=[C:5]2[CH:4]=[C:3]1B1OC(C)(C)C(C)(C)O1.[CH2:20]([CH:22]([C:25]1[C:26]2[N:27]([C:32](I)=[C:33]([CH3:35])[N:34]=2)[N:28]=[C:29]([CH3:31])[CH:30]=1)[CH2:23][CH3:24])[CH3:21].C([O-])([O-])=O.[Na+].[Na+].COCCOC.O>C(Cl)Cl.C1C=CC([P]([Pd]([P](C2C=CC=CC=2)(C2C=CC=CC=2)C2C=CC=CC=2)([P](C2C=CC=CC=2)(C2C=CC=CC=2)C2C=CC=CC=2)[P](C2C=CC=CC=2)(C2C=CC=CC=2)C2C=CC=CC=2)(C2C=CC=CC=2)C2C=CC=CC=2)=CC=1.CCO>[CH2:20]([CH:22]([C:25]1[C:26]2[N:27]([C:32]([C:3]3[N:2]([CH3:1])[C:6]4=[N:7][CH:8]=[CH:9][CH:10]=[C:5]4[CH:4]=3)=[C:33]([CH3:35])[N:34]=2)[N:28]=[C:29]([CH3:31])[CH:30]=1)[CH2:23][CH3:24])[CH3:21] |f:0.1,2.3.4,^1:56,58,77,96|. Procedure: A solution of 8-(1-ethyl-propyl)-3-iodo-2,6-dimethyl-imidazo[1,2-b]pyridazine 1-methyl-2-(4,4,5,5-tetramethyl-[1,3,2]dioxaborolan-2-yl)-1H-pyrrolo[2,3-b]pyridine (example Rupp-30) (0.23 g, 0.89 mmol), 2M Na2CO3 (0.72 mL, 1.45 mmol), and 7:3:2 DME:Water: EtOH (5 mL) is degassed with nitrogen for 15 minutes. Pd(PPh3)4 (0.051 g, 0.044 mmol) is added and the solution is heated at a reflux for three days. The solution is diluted with CH2Cl2 (50 mL), washed with 10% Na2CO3 (30 mL), water (30 mL), brin... The reactants are C(C)(C)C=1C=C(C=O)C=CC1OC (3-Isopropyl-4-methoxybenzaldehyde), CC1=C2CC(NC2=CC=C1)=O (4-methyl-2-oxindole). The product is C(C)(C)C=1C=C(C=C2C(NC3=CC=CC(=C23)C)=O)C=CC1OC (3-(3-isopropyl-4-methoxybenzylidene)-4-methyl-1,3-dihydroindol-2-one). RXN SMILES: [CH:1]([C:4]1[CH:5]=[C:6]([CH:9]=[CH:10][C:11]=1[O:12][CH3:13])[CH:7]=O)([CH3:3])[CH3:2].[CH3:14][C:15]1[CH:23]=[CH:22][CH:21]=[C:20]2[C:16]=1[CH2:17][C:18](=[O:24])[NH:19]2>>[CH:1]([C:4]1[CH:5]=[C:6]([CH:9]=[CH:10][C:11]=1[O:12][CH3:13])[CH:7]=[C:17]1[C:16]2[C:20](=[CH:21][CH:22]=[CH:23][C:15]=2[CH3:14])[NH:19][C:18]1=[O:24])([CH3:3])[CH3:2]. Procedure details: 3-Isopropyl-4-methoxybenzaldehyde was condensed with 4-methyl-2-oxindole to give 0.25 g of 3-(3-isopropyl-4-methoxybenzylidene)-4-methyl-1,3-dihydroindol-2-one as a yellow-orange solid.